From a dataset of the Open Reaction Database (ORD), a public repository of structured organic reaction records. describe an organic reaction: reactants, conditions, products, and yield Reactants: CC(=O)Nc1ccc(C(=O)Nc2nc(-c3ccccc3)ccc2N(Cc2ccccc2)C(=O)[O-])cc1, CO, CCOC(C)=O, [H][H]. As a reaction SMILES: [CH2:1]([c:5]1[cH:6][cH:7][cH:9][cH:10][cH:11]1)[N:8]([C:2](=[O:3])[O-:4])[c:12]1[c:13]([NH:24][C:25]([c:26]2[cH:27][cH:28][c:29]([NH:32][C:33]([CH3:34])=[O:35])[cH:30][cH:31]2)=[O:36])[n:14][c:15](-[c:18]2[cH:19][cH:20][cH:21][cH:22][cH:23]2)[cH:16][cH:17]1.[CH3:37][OH:38].[CH3:41][CH2:42][O:43][C:44]([CH3:45])=[O:46].[H:39][H:40]>>[NH2:8][c:12]1[c:13]([NH:24][C:25]([c:26]2[cH:27][cH:28][c:29]([NH:32][C:33]([CH3:34])=[O:35])[cH:30][cH:31]2)=[O:36])[n:14][c:15](-[c:18]2[cH:19][cH:20][cH:21][cH:22][cH:23]2)[cH:16][cH:17]1. Product: CC(=O)Nc1ccc(C(=O)Nc2nc(-c3ccccc3)ccc2N)cc1. The reactants are ClC=1N=NC(=CC1)C1=C(C=CC=C1)F (3-chloro-6-(o-fluorophenyl)pyridazine), C(=O)NN (formylhydrazine). Run in C(CCC)O (n-butanol). Product: FC1=C(C=CC=C1)C=1C=CC=2N(N1)C=NN2 (6-(o-fluorophenyl)-1,2,4- triazolo-[4,3-b]pyridazine). As a reaction SMILES: Cl[C:2]1[N:3]=[N:4][C:5]([C:8]2[CH:13]=[CH:12][CH:11]=[CH:10][C:9]=2[F:14])=[CH:6][CH:7]=1.[CH:15]([NH:17][NH2:18])=O>C(O)CCC>[F:14][C:9]1[CH:10]=[CH:11][CH:12]=[CH:13][C:8]=1[C:5]1[CH:6]=[CH:7][C:2]2[N:3]([CH:15]=[N:17][N:18]=2)[N:4]=1. Procedure: A mixture of 5.0 g. of 3-chloro-6-(o-fluorophenyl)pyridazine and 2.88 g. of formylhydrazine in 75 ml. n-butanol is refluxed for 48 hrs. and worked up as in Example 35 to give 1.1 g. of product as cream colored crystals, m.p. 161°-163° C. Reactants: Cn1nc2cccc(Cl)c2c1S(=O)[O-], [Li+], NOS(=O)(=O)O, [Na+], [OH-], O. Yields the product Cn1nc2cccc(Cl)c2c1S(N)(=O)=O. As a reaction SMILES: [Cl:9][c:10]1[c:11]2[c:12]([S:20](=[O:21])[O-:22])[n:13]([CH3:19])[n:14][c:15]2[cH:16][cH:17][cH:18]1.[Li+:23].[NH2:1][O:2][S:3]([OH:4])(=[O:5])=[O:6].[Na+:8].[OH-:7].[OH2:24]>>[NH2:1][S:20]([c:12]1[c:11]2[c:10]([Cl:9])[cH:18][cH:17][cH:16][c:15]2[n:14][n:13]1[CH3:19])(=[O:21])=[O:22]. The reactants are O=C1CCC(=O)N1Cl, ClCCl, O=C(O)C(F)(F)F, O=C(O)C(S)c1cccs1. Product: O=C(O)C(S)c1ccc(Cl)s1. RXN SMILES: [Cl:11][N:12]1[C:13](=[O:14])[CH2:15][CH2:16][C:17]1=[O:18].[Cl:26][CH2:27][Cl:28].[F:19][C:20]([F:21])([F:22])[C:23]([OH:24])=[O:25].[s:1]1[c:2]([CH:6]([C:7](=[O:8])[OH:9])[SH:10])[cH:3][cH:4][cH:5]1>>[s:1]1[c:2]([CH:6]([C:7](=[O:8])[OH:9])[SH:10])[cH:3][cH:4][c:5]1[Cl:11]. Reactants: COC1=CC=C(C=C1)C=1N=C(NC1C1=CC=C(C=C1)OC)SCCCCC(=O)OCC (ethyl 5-[4,5-bis(4-methoxyphenyl)-1H-imidazole-2-ylthio]pentanoate), [OH-].[Na+] (sodium hydroxide). Yields the product COC1=CC=C(C=C1)C=1N=C(NC1C1=CC=C(C=C1)OC)SCCCCC(=O)O (5-[4,5-bis(4-methoxyphenyl)-1H-imidazole-2-ylthio]pentanoic acid), solid. Isolated yield 90.0%. Reaction SMILES: [CH3:1][O:2][C:3]1[CH:8]=[CH:7][C:6]([C:9]2[N:10]=[C:11]([S:22][CH2:23][CH2:24][CH2:25][CH2:26][C:27]([O:29]CC)=[O:28])[NH:12][C:13]=2[C:14]2[CH:19]=[CH:18][C:17]([O:20][CH3:21])=[CH:16][CH:15]=2)=[CH:5][CH:4]=1.[OH-].[Na+]>>[CH3:1][O:2][C:3]1[CH:8]=[CH:7][C:6]([C:9]2[N:10]=[C:11]([S:22][CH2:23][CH2:24][CH2:25][CH2:26][C:27]([OH:29])=[O:28])[NH:12][C:13]=2[C:14]2[CH:19]=[CH:18][C:17]([O:20][CH3:21])=[CH:16][CH:15]=2)=[CH:5][CH:4]=1 |f:1.2|. Procedure details: Part B. The ester prepared in Part A above (14.4 g, 32.6 mmol) was stirred in ethanolic sodium hydroxide (240 mL, 0.25N, 60 mmol, about 5% water added) at ambient temperature for 48 hours. The reaction mixture was evaporated, neutralized to pH 7 with small portions of 1N aqueous hydrochloric acid, and saturated with sodium chloride. This mixture was extracted with ethyl acetate (2×200 mL), and the extracts were combined, dried over anhydrous magnesium sulfate, filtered and evaporated to afford 5... Starting materials: O=C1CCN(CC1)C1=CC=C(C(=O)O)C=C1 (4-(4-Oxo-piperidine-1-y)-benzoic acid), Cl.C(C)OC([C@@H](N)C(C)C)=O (L-valine ethyl ester hydrochloride). Product: C(C)OC([C@H](C(C)C)NC(C1=CC=C(C=C1)N1CCC(CC1)=O)=O)=O (3-Methyl-(2S)-2-[4-(4-oxo-piperidine-1-yl)-benzoylamino]-butyric acid ethyl ester). Reaction SMILES: [O:1]=[C:2]1[CH2:7][CH2:6][N:5]([C:8]2[CH:16]=[CH:15][C:11]([C:12]([OH:14])=O)=[CH:10][CH:9]=2)[CH2:4][CH2:3]1.Cl.[CH2:18]([O:20][C:21](=[O:27])[C@H:22]([CH:24]([CH3:26])[CH3:25])[NH2:23])[CH3:19]>>[CH2:18]([O:20][C:21](=[O:27])[C@@H:22]([NH:23][C:12](=[O:14])[C:11]1[CH:10]=[CH:9][C:8]([N:5]2[CH2:4][CH2:3][C:2](=[O:1])[CH2:7][CH2:6]2)=[CH:16][CH:15]=1)[CH:24]([CH3:26])[CH3:25])[CH3:19] |f:1.2|. Reported procedure: The title compound was prepared from 4-(4-oxo-piperidine-1-yl)-benzoic acid (which was obtained in Example 151) and L-valine ethyl ester hydrochloride according to the procedure of Example 154 as a pale yellowish solid; 1H NMR (300 MHz, DMSO-d6) δ 0.93 (d, J=6.8 Hz, 3H), 0.97 (d, J=6.8 Hz, 3H), 1.20 (t, J=7.1 Hz, 3H), 2.10-2.30 (m, 1H), 2.43 (t, J=6.0 Hz, 4H), 3.72 (t, J=6.0 Hz, 4H), 4.00-4.30 (m, 4H), 4.46 (t, J=5.1 Hz, 1H), 7.05 (d, J=8.9 Hz, 2H), 7.82 (d, J=8.9 Hz, 2H), 8.21 (d, J=7.9 Hz, 1H)...